This data is from the Open Reaction Database (ORD), a public repository of structured organic reaction records. The task is: describe an organic reaction: reactants, conditions, products, and yield The reactants are O1N(CCC1)S(=O)(=O)NC(OC(C)(C)C)=O (tert-butyl isoxazolidin-2-ylsulfonylcarbamate), C(=O)(C(F)(F)F)O (TFA). Solvent: C(Cl)Cl (DCM). Run at time 2 hour. Product: O1N(CCC1)S(=O)(=O)N (isoxazolidine-2-sulfonamide). Yield: 46.3%. As a reaction SMILES: [O:1]1[CH2:5][CH2:4][CH2:3][N:2]1[S:6]([NH:9]C(=O)OC(C)(C)C)(=[O:8])=[O:7].C(O)(C(F)(F)F)=O>C(Cl)Cl>[O:1]1[CH2:5][CH2:4][CH2:3][N:2]1[S:6]([NH2:9])(=[O:8])=[O:7]. Procedure details: To a cold (0° C.) solution of chlorosulfonyl isocyanate (0.437 mL, 5.02 mmol) in CH2Cl2 (10 mL) was added tert-BuOH (0.480 mL, 5.02 mmol) and the mixture was stirred for 1 h at 0° C. Then HCl salt of isoxazolidine (0.5 g, 4.56 mmol) and TEA (1.399 mL, 10.04 mmol) were added consecutively and the mixture was stirred overnight. Rxn was diluted with EtOAc and washed with ice cold 1N HCl, brine and then dried (MgSO4). Isolated crude product was purified by Biotage 25M column to afford tert-butyl iso... Reactants: ClC1=CC=C(C=C1)C1=C(CC(CC1)(F)F)CO ((2-(4-chlorophenyl)-5,5-difluorocyclohex-1-enyl)methanol), CC(=O)OI1(C=2C=CC=CC2C(=O)O1)(OC(=O)C)OC(=O)C (Dess-Martin periodinane). Solvent: ClCCl (dichloromethane). Reaction conditions: time 1 hour. Yields the product ClC1=CC=C(C=C1)C1=C(CC(CC1)(F)F)C=O (2-(4-chlorophenyl)-5,5-difluoro cyclohex-1-enecarbaldehyde). As a reaction SMILES: [Cl:1][C:2]1[CH:7]=[CH:6][C:5]([C:8]2[CH2:13][CH2:12][C:11]([F:15])([F:14])[CH2:10][C:9]=2[CH2:16][OH:17])=[CH:4][CH:3]=1.CC(OI1(OC(C)=O)(OC(C)=O)OC(=O)C2C=CC=CC1=2)=O>ClCCl>[Cl:1][C:2]1[CH:7]=[CH:6][C:5]([C:8]2[CH2:13][CH2:12][C:11]([F:15])([F:14])[CH2:10][C:9]=2[CH:16]=[O:17])=[CH:4][CH:3]=1. Procedure details: To a solution of EXAMPLE 321D (1.38 g) in dichloromethane (25 mL) was added Dess-Martin periodinane (2.489 g) and the reaction stirred for 1 hour at room temperature. The reaction was quenched with 1N aqueous NaOH solution (75 mL) and the product was extracted into dichloromethane (2×100 mL). The combined organics were washed with brine (75 mL), dried over magnesium sulfate, filtered, and concentrated. Silica gel chromatography (Reveris 80 g) eluting with a gradient of 1% to 10% ethyl acetate/he...